Dataset: the Open Reaction Database (ORD), a public repository of structured organic reaction records. Task: describe an organic reaction: reactants, conditions, products, and yield Reactants: C(C)NC(=O)C1=NC=C(C=C1)C(=O)NCC (N,N'-diethylpyridine-2,5-dicarboxamide), C1=CC(=CC(=C1)Cl)C(=O)OO (MCPBA). Product: C(C)[NH+](C(=O)C1=NC=C(C=C1)C(=O)NCC)[O-] (N,N'-Diethylpyridine-2,5-dicarboxamide N-oxide). As a reaction SMILES: [CH2:1]([NH:3][C:4]([C:6]1[CH:11]=[CH:10][C:9]([C:12]([NH:14][CH2:15][CH3:16])=[O:13])=[CH:8][N:7]=1)=[O:5])[CH3:2].C1C=C(Cl)C=C(C(OO)=[O:25])C=1>>[CH2:1]([NH+:3]([O-:25])[C:4]([C:6]1[CH:11]=[CH:10][C:9]([C:12]([NH:14][CH2:15][CH3:16])=[O:13])=[CH:8][N:7]=1)=[O:5])[CH3:2]. Procedure: From 1 g of N,N'-diethylpyridine-2,5-dicarboxamide and 1.8 g of MCPBA.